This data is from the Open Reaction Database (ORD), a public repository of structured organic reaction records. The task is: describe an organic reaction: reactants, conditions, products, and yield Reactants: [H][H] (hydrogen), ClC=1C=C(C=CC1OC1=CC=CC=2CC(OC21)(C)C)[N+](=O)[O-] (3-chloro-4-(2,3-dihydro-2,2-dimethyl-7-benzofuranyloxy)-1-nitrobenzene), [H][H] (hydrogen). The reagents and catalysts are [Pt] (Pt on carbon). Run in C1(=CC=CC=C1)C (toluene). The product is ClC=1C=C(N)C=CC1OC1=CC=CC=2CC(OC21)(C)C (3-Chloro-4-(2,3-dihydro-2,2-dimethyl-7-benzofuranyloxy)aniline). Yield: 90.6%. RXN SMILES: [Cl:1][C:2]1[CH:3]=[C:4]([N+:20]([O-])=O)[CH:5]=[CH:6][C:7]=1[O:8][C:9]1[C:17]2[O:16][C:15]([CH3:19])([CH3:18])[CH2:14][C:13]=2[CH:12]=[CH:11][CH:10]=1.[H][H]>C1(C)C=CC=CC=1.[Pt]>[Cl:1][C:2]1[CH:3]=[C:4]([CH:5]=[CH:6][C:7]=1[O:8][C:9]1[C:17]2[O:16][C:15]([CH3:19])([CH3:18])[CH2:14][C:13]=2[CH:12]=[CH:11][CH:10]=1)[NH2:20]. Reported procedure: To a solution containing 42.5 g of 3-chloro-4-(2,3-dihydro-2,2-dimethyl-7-benzofuranyloxy)-1-nitrobenzene in 600 ml of toluene was added 1.5 g of 5% Pt on carbon. This mixture was then placed in a 1 L rocking hydrogenator. An atmosphere of hydrogen at 100 psi was introduced into the bomb. The pressure was maintained between 100 psi and 80 psi until the hydrogen uptake ceased. The contents were removed from the bomb and filtered through celite. Removal of the solvents from the filtrates afforded ...